From a dataset of the Open Reaction Database (ORD), a public repository of structured organic reaction records. describe an organic reaction: reactants, conditions, products, and yield Starting materials: ClC=1C(=C2C(=NC1)NC=C2NC(COC)=O)N2C[C@@H](CCC2)NC(OC(C)(C)C)=O ((R)-tert-Butyl 1-(5-chloro-3-(2-methoxyacetamido)-1H-pyrrolo[2,3-b]pyridin-4-yl)piperidin-3-ylcarbamate), C(=O)(C(F)(F)F)O (TFA). The solvent is C(Cl)Cl (DCM). Conditions: time 1 hour. Product: Cl.N[C@H]1CN(CCC1)C1=C2C(=NC=C1Cl)NC=C2NC(COC)=O ((R)—N-(4-(3-aminopiperidin-1-yl)-5-chloro-1H-pyrrolo[2,3-b]pyridin-3-yl)-2-methoxyacetamide hydrochloride). Yield: 215.3%. As a reaction SMILES: [Cl:1][C:2]1[C:3]([N:17]2[CH2:22][CH2:21][CH2:20][C@@H:19]([NH:23]C(=O)OC(C)(C)C)[CH2:18]2)=[C:4]2[C:10]([NH:11][C:12](=[O:16])[CH2:13][O:14][CH3:15])=[CH:9][NH:8][C:5]2=[N:6][CH:7]=1.C(O)(C(F)(F)F)=O>C(Cl)Cl>[ClH:1].[NH2:23][C@@H:19]1[CH2:20][CH2:21][CH2:22][N:17]([C:3]2[C:2]([Cl:1])=[CH:7][N:6]=[C:5]3[NH:8][CH:9]=[C:10]([NH:11][C:12](=[O:16])[CH2:13][O:14][CH3:15])[C:4]=23)[CH2:18]1 |f:3.4|. Procedure details: (R)-tert-Butyl 1-(5-chloro-3-(2-methoxyacetamido)-1H-pyrrolo[2,3-b]pyridin-4-yl)piperidin-3-ylcarbamate (0.185 g, 0.422 mmol) was placed in DCM (3 mL) at room temperature. TFA (1 mL) was then added. The reaction was stirred at room temperature for 1 hour and concentrated to dryness. The resulting residue was then purified by reverse phase chromatography (Biotage SP4, C-18 25M+, 5-50 CH3CN/water). The resulting product was next dissolved in minimal DCM (with MeOH to aid solubility) and added to a... Reactants: [OH-].[Na+] (sodium hydroxide), C(C1=CC=CC=C1)(=O)[O-] (benzoate), Cl (hydrochloric acid). Solvent: C(C)O (ethanol). Reaction conditions: time 8 hour. Yields the product C(C1=CC=CC=C1)(=O)O (benzoic acid). Reaction SMILES: [C:1]([O-:9])(=[O:8])[C:2]1[CH:7]=[CH:6][CH:5]=[CH:4][CH:3]=1.[OH-].[Na+].Cl>C(O)C>[C:1]([OH:9])(=[O:8])[C:2]1[CH:7]=[CH:6][CH:5]=[CH:4][CH:3]=1 |f:1.2|. Reported procedure: A 214 mg portion of ethyl 4-{[(3R,4S)-3-({(tert-butoxycarbonyl)[(1R)-1-(1-naphthyl)ethyl]amino}methyl)-4-phenylpyrrolidin-1-yl]carbonyl}amino)benzoate was dissolved in 5.0 ml of ethanol, mixed with 1.0 ml of 1 M sodium hydroxide aqueous solution and stirred overnight at room temperature. The reaction solution was poured into 1 M hydrochloric acid, and the thus formed precipitate was collected by filtration. The thus obtained solid matter was purified by a silica gel column chromatography (chloro... As a reaction SMILES: [CH3:20][CH2:21][OH:22].[CH3:2][c:3]1[c:4]([OH:14])[c:5]([CH2:11][CH:12]=[CH2:13])[c:6]([CH3:10])[cH:7][c:8]1[CH3:9].[ClH:1].[Na+:15].[OH:16][C:17](=[O:18])[O-:19]>>[CH3:2][c:3]1[c:4]2[c:5]([c:6]([CH3:10])[cH:7][c:8]1[CH3:9])[CH2:11][CH:12]([CH3:13])[O:14]2. The product is Cc1cc(C)c2c(c1C)OC(C)C2. Starting materials: CCO, C=CCc1c(C)cc(C)c(C)c1O, Cl, [Na+], O=C([O-])O. Starting materials: N(=NC(=O)N1CCCCC1)C(=O)N1CCCCC1 (1,1'-(azodicarbonyl)dipiperidine), CC=1C=C(C=C(C1)O)OS(=O)(=O)C1=CC(=CC=C1)C (5-methyl-3-(3-methylphenylsulfonyloxy)phenol), C(CCC)P(CCCC)CCCC (tri-n-butylphosphine), C(CCO)O (1,3-propanediol). Reaction SMILES: [CH3:1][C:2]1[CH:3]=[C:4]([O:9][S:10]([C:13]2[CH:18]=[CH:17][CH:16]=[C:15]([CH3:19])[CH:14]=2)(=[O:12])=[O:11])[CH:5]=[C:6]([OH:8])[CH:7]=1.C(P(CCCC)CCCC)CCC.[CH2:33](O)[CH2:34][CH2:35][OH:36].N(C(N1CCCCC1)=O)=NC(N1CCCCC1)=O>O1CCCC1.CCCCCC>[CH3:1][C:2]1[CH:3]=[C:4]([O:9][S:10]([C:13]2[CH:18]=[CH:17][CH:16]=[C:15]([CH3:19])[CH:14]=2)(=[O:12])=[O:11])[CH:5]=[C:6]([CH:7]=1)[O:8][CH2:33][CH2:34][CH2:35][OH:36]. The product is CC=1C=C(C=C(OCCCO)C1)OS(=O)(=O)C1=CC(=CC=C1)C (3-[5-Methyl-3-(3-methylphenylsulfonyloxy)phenoxy]propanol). Solvent: O1CCCC1 (tetrahydrofuran), CCCCCC (Hexane). Reaction conditions: time 8 hour. Isolated yield 89.9%. Reported procedure: To a solution of 5-methyl-3-(3-methylphenylsulfonyloxy)phenol (560 mg, 2.0 mmol), as prepared in the preceding step, tri-n-butylphosphine (607 mg, 3.0 mmol) and 1,3-propanediol (760 mg, 10 mmol) in anhydrous tetrahydrofuran (20 mL) was added 1,1'-(azodicarbonyl)dipiperidine (757 mg, 3.0 mmol). The mixture was stirred at ambient temperature overnight. Hexane (30 mL) was added to the mixture, and the precipitates were removed by filtration. The filtrate was evaporated in vacuo, and the residue was... The reactants are COC1=CC=C(C=C1)NC(=S)NC1=CC=C(C=C1)OC (N,N'-bis(4-methoxyphenyl)thiourea), C(#CC(=O)O)C(=O)O (acetylenedicarboxylic acid). Yields the product O=C1N(C(SC1=CC(=O)O)=NC1=CC=C(C=C1)OC)C1=CC=C(C=C1)OC ([4-Oxo-3-(4-methoxyphenyl)-2-[(4-methoxyphenyl)imino]-5-thiazolidinylidene]acetic acid). Yield: 65.7%. As a reaction SMILES: [CH3:1][O:2][C:3]1[CH:8]=[CH:7][C:6]([NH:9][C:10]([NH:12][C:13]2[CH:18]=[CH:17][C:16]([O:19][CH3:20])=[CH:15][CH:14]=2)=[S:11])=[CH:5][CH:4]=1.[C:21]([C:26](O)=[O:27])#[C:22][C:23]([OH:25])=[O:24]>>[O:27]=[C:26]1[C:21](=[CH:22][C:23]([OH:25])=[O:24])[S:11][C:10](=[N:9][C:6]2[CH:5]=[CH:4][C:3]([O:2][CH3:1])=[CH:8][CH:7]=2)[N:12]1[C:13]1[CH:14]=[CH:15][C:16]([O:19][CH3:20])=[CH:17][CH:18]=1. Procedure details: Prepared by the method described in Example 1 from N,N'-bis(4-methoxyphenyl)thiourea (11.5 g, 40 mmoles) and acetylenedicarboxylic acid (4.6 g, 40 mmoles). Recrystallization from methanol gave the product (10.1 g), mp 184°-187° C.